From a dataset of the Open Reaction Database (ORD), a public repository of structured organic reaction records. describe an organic reaction: reactants, conditions, products, and yield Reactants: N#Cc1ccccc1CBr, CCOC(C)=O, [H-], [Na+], c1ccc2c(-c3ccc(C4OCCO4)o3)n[nH]c2c1, CN(C)C=O, O, Cc1ccccc1. Product: N#Cc1ccccc1Cn1nc(-c2ccc(C3OCCO3)o2)c2ccccc21. Reaction SMILES: [C:22](#[N:23])[c:24]1[c:25]([CH2:26][Br:27])[cH:28][cH:29][cH:30][cH:31]1.[C:38]([O:39][CH2:40][CH3:41])(=[O:42])[CH3:43].[H-:21].[Na+:20].[O:1]1[CH:2]([c:6]2[cH:7][cH:8][c:9](-[c:11]3[n:12][nH:13][c:14]4[cH:15][cH:16][cH:17][cH:18][c:19]34)[o:10]2)[O:3][CH2:4][CH2:5]1.[O:33]=[CH:34][N:35]([CH3:36])[CH3:37].[OH2:32].[c:44]1([CH3:45])[cH:46][cH:47][cH:48][cH:49][cH:50]1>>[O:1]1[CH:2]([c:6]2[cH:7][cH:8][c:9](-[c:11]3[n:12][n:13]([CH2:26][c:25]4[c:24]([C:22]#[N:23])[cH:31][cH:30][cH:29][cH:28]4)[c:14]4[cH:15][cH:16][cH:17][cH:18][c:19]34)[o:10]2)[O:3][CH2:4][CH2:5]1. Reactants: O1C(OCC1)C1=CC=C(O1)C=O (5-[1,3]Dioxolan-2-yl-furan-2-carbaldehyde), O (Water), [Br-].C[S+](C)C (trimethylsulfonium bromide), [OH-].[K+] (potassium hydroxide). Solvent: C(C)#N (acetonitrile). Conditions: time 8 hour. Product: O1C(C1)C1=CC=C(O1)C1OCCO1 (2-(5-oxiranyl-furan-2-yl)-[1,3]dioxolane). Isolated yield 102.1%. Reaction SMILES: [O:1]1[CH2:5][CH2:4][O:3][CH:2]1[C:6]1[O:10][C:9]([CH:11]=[O:12])=[CH:8][CH:7]=1.[Br-].[CH3:14][S+](C)C.[OH-].[K+].O>C(#N)C>[O:12]1[CH2:14][CH:11]1[C:9]1[O:10][C:6]([CH:2]2[O:3][CH2:4][CH2:5][O:1]2)=[CH:7][CH:8]=1 |f:1.2,3.4|. Procedure details: 5-[1,3]Dioxolan-2-yl-furan-2-carbaldehyde (2.03 g, 12.1 mmol), trimethylsulfonium bromide (1.90 g, 12.1 mmol) and potassium hydroxide (779 mg, 13.9 mmol) were suspended in acetonitrile (75 mL), and the solution was stirred overnight at room temperature. Water was added to the reaction solution, which was then extracted with ethyl acetate, the organic layer was washed with brine and dried over anhydrous magnesium sulfate. The solvent was evaporated in vacuo, 2-(5-oxiranyl-furan-2-yl)-[1,3]dioxola...